This data is from the Open Reaction Database (ORD), a public repository of structured organic reaction records. The task is: describe an organic reaction: reactants, conditions, products, and yield The reactants are C1(=CC=CC=C1)C12CCNCC2CCC1 (4a-phenyl-2,3,4,4a,5,6,7,7a-octahydro-1H-2-pyrindine), C1(CC1)C(=O)Cl (cyclopropanecarboxylic acid chloride). Product: C1(=CC=CC=C1)C12CCN(CC2CCC1)C(=O)C1CC1 (4a-phenyl-2-cyclopropanecarbonyl-2,3,4,4a,5,6,7,7a-octahydro-1H-2-pyrindine). As a reaction SMILES: [C:1]1([C:7]23[CH2:15][CH2:14][CH2:13][CH:12]2[CH2:11][NH:10][CH2:9][CH2:8]3)[CH:6]=[CH:5][CH:4]=[CH:3][CH:2]=1.[CH:16]1([C:19](Cl)=[O:20])[CH2:18][CH2:17]1>>[C:1]1([C:7]23[CH2:15][CH2:14][CH2:13][CH:12]2[CH2:11][N:10]([C:19]([CH:16]2[CH2:18][CH2:17]2)=[O:20])[CH2:9][CH2:8]3)[CH:2]=[CH:3][CH:4]=[CH:5][CH:6]=1. Reported procedure: Following the procedure outlined in Example 28, 4a-phenyl-2,3,4,4a,5,6,7,7a-octahydro-1H-2-pyrindine was acylated with cyclopropanecarboxylic acid chloride to provide 4a-phenyl-2-cyclopropanecarbonyl-2,3,4,4a,5,6,7,7a-octahydro-1H-2-pyrindine. Reduction of the acylated pyrindine intermediate by reaction with lithium aluminium hydride afforded the corresponding 2-alkyl pyrindine, which when reacted with hydrobromic acid provided 4a-phenyl-2-cyclopropylmethyl-2,3,4,4a,5,6,7,7a-octahydro-1H-2-pyrin... Reactants: C(C)(C)(C)[SiH2]OC(C=1C=C(C#N)C=C(C1)C(O[SiH2]C(C)(C)C)(C)C)(C)C (3,5-bis-(tert-butyl-dimethyl-silanyloxymethyl)-benzonitrile), [F-].C(CCC)[N+](CCCC)(CCCC)CCCC (tetrabutylammonium fluoride). Conditions: time 2 hour. Yield: 77.0%. Reported procedure: To a solution of 3,5-bis-(tert-butyl-dimethyl-silanyloxymethyl)-benzonitrile (1.45 g, 3.702 mmol) in tetrahydrofuran (30 mL) at room temperature was added tetrabutylammonium fluoride (9.255 mL, 9.255 mmol, 1 M in tetrahydrofuran). The reaction mixture was stirred at room temperature for 2 h then concentrated in vacuo. The residue was partitioned between ethyl acetate (20 mL) and water (30 mL). The layers were separated and the product was extracted with ethyl acetate (3×20 mL). The organic layer... Product: OCC=1C=C(C#N)C=C(C1)CO (3,5-bis-hydroxymethyl-benzonitrile). RXN SMILES: C([SiH2][O:6][C:7](C)(C)[C:8]1[CH:9]=[C:10]([CH:13]=[C:14]([C:16](C)(C)[O:17][SiH2]C(C)(C)C)[CH:15]=1)[C:11]#[N:12])(C)(C)C.[F-].C([N+](CCCC)(CCCC)CCCC)CCC>O1CCCC1>[OH:17][CH2:16][C:14]1[CH:13]=[C:10]([CH:9]=[C:8]([CH2:7][OH:6])[CH:15]=1)[C:11]#[N:12] |f:1.2|. Solvent: O1CCCC1 (tetrahydrofuran).